Dataset: the Open Reaction Database (ORD), a public repository of structured organic reaction records. Task: describe an organic reaction: reactants, conditions, products, and yield Product: Cc1c(S(=O)(=O)N2CCN(c3ncccc3C(F)(F)F)CC2)sc2ccc(N3CCNCC3)cc12. As a reaction SMILES: [C:1]([O:2][C:3](=[O:4])[N:8]1[CH2:9][CH2:10][N:11]([c:14]2[cH:15][c:16]3[c:17]([s:18][c:19]([S:22](=[O:23])(=[O:24])[N:25]4[CH2:26][CH2:27][N:28]([c:31]5[n:32][cH:33][cH:34][cH:35][c:36]5[C:37]([F:38])([F:39])[F:40])[CH2:29][CH2:30]4)[c:20]3[CH3:21])[cH:41][cH:42]2)[CH2:12][CH2:13]1)([CH3:5])([CH3:6])[CH3:7].[Cl:50][CH2:51][Cl:52].[F:43][C:44]([F:45])([F:46])[C:47]([OH:48])=[O:49]>>[NH:8]1[CH2:9][CH2:10][N:11]([c:14]2[cH:15][c:16]3[c:17]([s:18][c:19]([S:22](=[O:23])(=[O:24])[N:25]4[CH2:26][CH2:27][N:28]([c:31]5[n:32][cH:33][cH:34][cH:35][c:36]5[C:37]([F:38])([F:39])[F:40])[CH2:29][CH2:30]4)[c:20]3[CH3:21])[cH:41][cH:42]2)[CH2:12][CH2:13]1. The reactants are Cc1c(S(=O)(=O)N2CCN(c3ncccc3C(F)(F)F)CC2)sc2ccc(N3CCN(C(=O)OC(C)(C)C)CC3)cc12, ClCCl, O=C(O)C(F)(F)F. Starting materials: ClC=1C(=C(C=CC1)NC1=NC=NC2=CC(=C(C=C12)CNCCN(C)C)OC)F (N′-({4-[(3-Chloro-2-fluorophenyl)amino]-7-methoxyquinazolin-6-yl}methyl)-N,N-dimethylethane-1,2-diamine), CCOC(=O)[C@@H](C)OS(=O)(=O)C(F)(F)F (ethyl O-trifluoromethanesulfonyl-D-lactate). Product: ClC=1C(=C(C=CC1)NC1=NC=NC2=CC(=C(C=C12)CN([C@@H](C)C(=O)O)CCN(C)C)OC)F (N-({4-[(3-chloro-2-fluorophenyl)amino]-7-methoxyquinazolin-6-yl}methyl)-N-[2-(dimethylamino)ethyl]-L-alanine). Reaction SMILES: [Cl:1][C:2]1[C:3]([F:28])=[C:4]([NH:8][C:9]2[C:18]3[C:13](=[CH:14][C:15]([O:26][CH3:27])=[C:16]([CH2:19][NH:20][CH2:21][CH2:22][N:23]([CH3:25])[CH3:24])[CH:17]=3)[N:12]=[CH:11][N:10]=2)[CH:5]=[CH:6][CH:7]=1.CC[O:31][C:32]([C@H:34](OS(C(F)(F)F)(=O)=O)[CH3:35])=[O:33]>>[Cl:1][C:2]1[C:3]([F:28])=[C:4]([NH:8][C:9]2[C:18]3[C:13](=[CH:14][C:15]([O:26][CH3:27])=[C:16]([CH2:19][N:20]([CH2:21][CH2:22][N:23]([CH3:24])[CH3:25])[C@H:34]([C:32]([OH:33])=[O:31])[CH3:35])[CH:17]=3)[N:12]=[CH:11][N:10]=2)[CH:5]=[CH:6][CH:7]=1. Procedure details: N′-({4-[(3-Chloro-2-fluorophenyl)amino]-7-methoxyquinazolin-6-yl}methyl)-N,N-dimethylethane-1,2-diamine was coupled with ethyl O-trifluoromethanesulfonyl-D-lactate and hydrolysed using analogous methods to those described for the equivalent steps in Example 46 to give N-({4-[(3-chloro-2-fluorophenyl)amino]-7-methoxyquinazolin-6-yl}methyl)-N-[2-(dimethylamino)ethyl]-L-alanine; 1H NMR Spectrum: (DMSO-d6) 1.24 (d, 3H); 2.36 (s, 6H); 2.63 (m, 2H); 2.77 (m, 1H); 2.86 (m, 1H); 3.41 (q, 1H); 3.80 (d, 1... Reactants: C[C@@H]1CC[C@H]2[C@H]([C@H](O[C@H]3[C@@]24[C@H]1CCC(O3)(OO4)C)O)C (dihydroartemisinin). Reagents/catalysts: CN(C)C1=CC=NC=C1 (4-(N,N-dimethylamino)pyridine). Product: C1(CCC(=O)O1)=O (succinic anhydride), C[C@@H]1CC[C@H]2[C@H]([C@H](O[C@H]3[C@@]24[C@H]1CCC(O3)(OO4)C)O)C (dihydroartemisinin). Reaction SMILES: [CH3:1][C@H:2]1[C@@H:11]2[CH2:12][CH2:13][C:14]3([CH3:18])[O:16][O:17][C@:10]42[C@H:5]([C@@H:6]([CH3:20])[C@@H:7]([OH:19])[O:8][C@@H:9]4[O:15]3)[CH2:4][CH2:3]1>CN(C1C=CN=CC=1)C>[C:9]1(=[O:8])[O:15][C:14](=[O:16])[CH2:13][CH2:12]1.[CH3:1][C@H:2]1[C@@H:11]2[CH2:12][CH2:13][C:14]3([CH3:18])[O:16][O:17][C@:10]42[C@H:5]([C@@H:6]([CH3:20])[C@@H:7]([OH:19])[O:8][C@@H:9]4[O:15]3)[CH2:4][CH2:3]1. Procedure details: The use of this procedure for the preparation of the dihydroartemisinin hemisuccinate, but with dihydroartemisinin, succinic anhydride and 4-(N,N-dimethylamino)pyridine in the molar ratio 1:1.5:0.20 and a reaction time of 5 hours, afforded dihydroartemisinin hemisuccinate in a yield of 65%. The reactants are CS(=O)(=O)C1=CC=C(C=C1)N1CCC(CC1)C1CCNCC1 (1-[4-(methylsulfonyl)phenyl]-4,4′-bipiperidine), C([O-])([O-])=O.[Cs+].[Cs+] (cesium carbonate), ClC1=NC=CN=C1C (2-chloro-3-methylpyrazine). The solvent is CN1CCCC1=O (NMP), C([O-])(O)=O.[Na+] (sodium bicarbonate). Run at time 8 hour. Yields the product CC=1C(=NC=CN1)N1CCC(CC1)C1CCN(CC1)C1=CC=C(C=C1)S(=O)(=O)C (1-(3-methylpyrazin-2-yl)-1′-[4-(methylsulfonyl)phenyl]-4,4′-bipiperidine). RXN SMILES: [CH3:1][S:2]([C:5]1[CH:10]=[CH:9][C:8]([N:11]2[CH2:16][CH2:15][CH:14]([CH:17]3[CH2:22][CH2:21][NH:20][CH2:19][CH2:18]3)[CH2:13][CH2:12]2)=[CH:7][CH:6]=1)(=[O:4])=[O:3].C(=O)([O-])[O-].[Cs+].[Cs+].Cl[C:30]1[C:35]([CH3:36])=[N:34][CH:33]=[CH:32][N:31]=1>CN1C(=O)CCC1.C(=O)(O)[O-].[Na+]>[CH3:36][C:35]1[C:30]([N:20]2[CH2:21][CH2:22][CH:17]([CH:14]3[CH2:15][CH2:16][N:11]([C:8]4[CH:9]=[CH:10][C:5]([S:2]([CH3:1])(=[O:3])=[O:4])=[CH:6][CH:7]=4)[CH2:12][CH2:13]3)[CH2:18][CH2:19]2)=[N:31][CH:32]=[CH:33][N:34]=1 |f:1.2.3,6.7|. Procedure details: The 1-[4-(methylsulfonyl)phenyl]-4,4′-bipiperidine (80 mg, 0.25 mmol, prepared as for Example 1, Step 2) and cesium carbonate (243 mg, 0.75 mmol) were slurried in NMP (0.5 ml) and the 2-chloro-3-methylpyrazine (38 mg, 0.30 mmol) added. The mixture was stirred at 150 C overnight. The slurry was diluted with 15% saturated sodium bicarbonate:water (40 ml) and extracted with DCM (3×25 ml). The combined organic fraction was washed with 4:1 water:saturated sodium bicarbonate (2×), brine, dried over ma... Run at temperature 50 celsius, time 12 hour. Procedure: In a round-bottom flask, 7.11 g (29.6 mmoles) of methyl (2S)-3-[(2-methoxyphenyl)sulfanyl]-2-methylpropanoate (7a-1) and 35.5 mL of THF are introduced. 6.21 g (0.148 mole) of LiOH.H2O dissolved in 35.5 mL of water is added. The mixture is stirred at 50° C. for 12 hours then concentrated under reduced pressure. The residue is taken up with water and the extract is taken up with toluene. The aqueous phase is acidified (pH=2) by adding 36% hydrochloric acid and then extracted with ethyl acetate. Th... RXN SMILES: [CH3:1][O:2][C:3]1[CH:8]=[CH:7][CH:6]=[CH:5][C:4]=1[S:9][CH2:10][C@@H:11]([CH3:16])[C:12]([O:14]C)=[O:13].C1COCC1.O[Li].O>O>[CH3:1][O:2][C:3]1[CH:8]=[CH:7][CH:6]=[CH:5][C:4]=1[S:9][CH2:10][C@@H:11]([CH3:16])[C:12]([OH:14])=[O:13] |f:2.3|. Reactants: COC1=C(C=CC=C1)SC[C@H](C(=O)OC)C (methyl (2S)-3-[(2-methoxyphenyl)sulfanyl]-2-methylpropanoate), C1CCOC1 (THF), O[Li].O (LiOH.H2O). The product is COC1=C(C=CC=C1)SC[C@H](C(=O)O)C ((2S)-3-[(2-methoxyphenyl)sulfanyl]-2-methylpropanoic acid). Run in O (water). Product: NC1=C2CCCC2=CC=C1NC=1C=C(C#N)C=CC1 (3-(4-Aminoindan-5-yl)aminobenzonitrile). Reagents/catalysts: [C].[Pd] (palladium-carbon). Conditions: time 16 hour. Reactants: [N+](=O)([O-])C1=C2CCCC2=CC=C1NC=1C=C(C#N)C=CC1 (3-(4-Nitroindan-5-ylamino)benzonitrile), O (water). Run in O1CCCC1 (tetrahydrofuran), CO (methanol). Reported procedure: 3-(4-Nitroindan-5-ylamino)benzonitrile (0.84 g, 3.00 mmol) was dissolved in tetrahydrofuran (84 mL)-methanol (21 mL). To the solution was added water-containing 5% palladium-carbon (0.08 g). The mixture was stirred under hydrogen atmosphere at room temperature for 16 hours. Insoluble was removed by filtration. The filtrate was concentrated under reduced pressure to give the titled compound as yellowish brown crystal (0.75 g, yield 100%). Yield: 100.3%. As a reaction SMILES: [N+:1]([C:4]1[C:12]([NH:13][C:14]2[CH:15]=[C:16]([CH:19]=[CH:20][CH:21]=2)[C:17]#[N:18])=[CH:11][CH:10]=[C:9]2[C:5]=1[CH2:6][CH2:7][CH2:8]2)([O-])=O.O>O1CCCC1.CO.[C].[Pd]>[NH2:1][C:4]1[C:12]([NH:13][C:14]2[CH:15]=[C:16]([CH:19]=[CH:20][CH:21]=2)[C:17]#[N:18])=[CH:11][CH:10]=[C:9]2[C:5]=1[CH2:6][CH2:7][CH2:8]2 |f:4.5|. The reactants are C(#N)C1=CC=C(C(=O)NC(NC2=CC=C(OCC(=O)OC)C=C2)=O)C=C1 (methyl 4-[3-(4-cyanobenzoyl)ureido]phenoxyacetate), S (H2S). Solvent: C(C)N(CC)CC (triethylamine), N1=CC=CC=C1 (pyridine). Run at time 16 hour. Product: C(N)(=S)C1=CC=C(C(=O)NC(NC2=CC=C(OCC(=O)OC)C=C2)=O)C=C1 (methyl 4-[3-(4-thiocarbamoylbenzoyl)ureido]phenoxyacetate). RXN SMILES: [C:1]([C:3]1[CH:26]=[CH:25][C:6]([C:7]([NH:9][C:10](=[O:24])[NH:11][C:12]2[CH:23]=[CH:22][C:15]([O:16][CH2:17][C:18]([O:20][CH3:21])=[O:19])=[CH:14][CH:13]=2)=[O:8])=[CH:5][CH:4]=1)#[N:2].[SH2:27]>N1C=CC=CC=1.C(N(CC)CC)C>[C:1]([C:3]1[CH:4]=[CH:5][C:6]([C:7]([NH:9][C:10](=[O:24])[NH:11][C:12]2[CH:23]=[CH:22][C:15]([O:16][CH2:17][C:18]([O:20][CH3:21])=[O:19])=[CH:14][CH:13]=2)=[O:8])=[CH:25][CH:26]=1)(=[S:27])[NH2:2]. Procedure: A solution of the product of step (a) (850 mg) in pyridine (48 ml) and triethylamine (7 ml) was covered with a blanket of H2S gas and stirred at ambient temperature for 16 hours. The reaction mixture was evaporated to dryness and the residue was triturated with dry ether. The resultant solid was washed thoroughly with ether to give methyl 4-[3-(4-thiocarbamoylbenzoyl)ureido]phenoxyacetate (880 mg) as a yellow solid: NMR Spectrum (DMSO-d6) 3.72 (3H, s), 4.78 (2H, s), 6.95 (2H, d), 7.48 (2H, m), 7... Starting materials: O=C(c1ccccc1)n1c(=O)c(I)cn(CCCN2CC3CC3(c3ccc(C(F)(F)F)cc3)C2)c1=O, CO, N. The product is O=c1[nH]c(=O)n(CCCN2CC3CC3(c3ccc(C(F)(F)F)cc3)C2)cc1I. RXN SMILES: [C:1](=[O:2])([c:3]1[cH:4][cH:5][cH:6][cH:7][cH:8]1)[n:9]1[c:10](=[O:36])[n:11]([CH2:17][CH2:18][CH2:19][N:20]2[CH2:21][C:22]3([c:26]4[cH:27][cH:28][c:29]([C:32]([F:33])([F:34])[F:35])[cH:30][cH:31]4)[CH2:23][CH:24]3[CH2:25]2)[cH:12][c:13]([I:16])[c:14]1=[O:15].[CH3:38][OH:39].[NH3:37]>>[nH:9]1[c:10](=[O:36])[n:11]([CH2:17][CH2:18][CH2:19][N:20]2[CH2:21][C:22]3([c:26]4[cH:27][cH:28][c:29]([C:32]([F:33])([F:34])[F:35])[cH:30][cH:31]4)[CH2:23][CH:24]3[CH2:25]2)[cH:12][c:13]([I:16])[c:14]1=[O:15]. The reactants are FC1=CC=C(C=C1)CCCCP(O)O (p-fluorophenylbutyl phosponous acid), [OH-].[Na+] (sodium hydroxide), S([O-])(O)=O.[Na+] (sodium bisulphite), Cl (HCl), [O-][Mn](=O)(=O)=O.[K+] (KMnO4), P(O)O (phosphonous acid). The solvent is CC(=O)C (acetone), O (water), O (water), O (water). Run at time 10 minute. Yields the product FC1=CC=C(C=C1)CCCCP(O)(O)=O (p-Fluorophenylbuty phosphonic acid). As a reaction SMILES: [F:1][C:2]1[CH:7]=[CH:6][C:5]([CH2:8][CH2:9][CH2:10][CH2:11][P:12]([OH:14])[OH:13])=[CH:4][CH:3]=1.[OH-].[Na+].[O-:17][Mn](=O)(=O)=O.[K+].P(O)O.Cl.S(=O)(O)[O-].[Na+]>CC(C)=O.O>[F:1][C:2]1[CH:3]=[CH:4][C:5]([CH2:8][CH2:9][CH2:10][CH2:11][P:12](=[O:17])([OH:14])[OH:13])=[CH:6][CH:7]=1 |f:1.2,3.4,7.8|. Procedure: To a solution of p-fluorophenylbutyl phosponous acid (1 g, 0.0046 mole) in acetone (10 ml) and water (10 ml) was added a solution of sodium hydroxide (0.185 g, 0.0046 mole) in water (5 ml) until a pH of 7 was reached. A solution of KMnO4 (0.44 gm, 0.0028 mole) in water (50 ml) was added slowly to the vigorously stirred solution of phosphonous acid at 20-25° C. After the addition (20 min), the reaction mixture was stirred for 10 min at ambient temperature and acidified with concentrated HCl acid ... The reactants are Cl[SiH2]Cl (Dichlorosilane), C=CCCCCCCCCCC (1-dodecene). The reagents and catalysts are Cl[Ni]Cl (NiCl2). Run at time 30 hour. Yields the product C(CCCCCCCCCCC)[SiH](Cl)Cl (n-dodecyldichlorosilane). Reaction SMILES: [Cl:1][SiH2:2][Cl:3].[CH2:4]=[CH:5][CH2:6][CH2:7][CH2:8][CH2:9][CH2:10][CH2:11][CH2:12][CH2:13][CH2:14][CH3:15]>Cl[Ni]Cl>[CH2:15]([SiH:2]([Cl:3])[Cl:1])[CH2:14][CH2:13][CH2:12][CH2:11][CH2:10][CH2:9][CH2:8][CH2:7][CH2:6][CH2:5][CH3:4]. Reported procedure: Dichlorosilane in an amount of 75.8 g (0.75 mol), 228.5 g of 1-dodecene (1.36 mol) and 0.05 mol % of a catalyst NiCl2 --(PPh3)2 (relative to dichlorosilane) were charged in a 500 ml pressure-proof stainless steel reactor and sealed. A reaction was carried out at 100° C. for 30 hours and the reacted liquid was distilled to obtain n-dodecyldichlorosilane (n--C12H25SiHCl2).